Dataset: the Open Reaction Database (ORD), a public repository of structured organic reaction records. Task: describe an organic reaction: reactants, conditions, products, and yield Product: CNC1CCC(CC1)C(=O)O (4-(methylamino)cyclohexanecarboxylic acid). The reactants are CNC1=CC=C(C(=O)O)C=C1 (4-(methylamino)benzoic acid), [H][H] (hydrogen). The reagents and catalysts are [Rh] (rhodium on alumina). Reported procedure: A slurry of 33.0 g (0.218 m) of 4-(methylamino)benzoic acid and 4.0 g of 5% rhodium on alumina catalyst in 350 ml of water was shaken under 1500 psig of hydrogen for 24 hours. The insolubles were removed by filtration. The slurry from partial removal of water under reduced pressure was diluted with 300 ml of N,N-dimethylformamide and chilled. The precipitated solid was filtered, washed with several portions of cold acetone, and dried to yield 23 g (75%) of 4-(methylamino)cyclohexanecarboxylic ac... Reaction SMILES: [CH3:1][NH:2][C:3]1[CH:11]=[CH:10][C:6]([C:7]([OH:9])=[O:8])=[CH:5][CH:4]=1.[H][H]>[Rh].O>[CH3:1][NH:2][CH:3]1[CH2:11][CH2:10][CH:6]([C:7]([OH:9])=[O:8])[CH2:5][CH2:4]1. Yield: 67.0%. Solvent: O (water). The reactants are ClC=1C=C(C(=O)OO)C=CC1 (3-chloroperoxybenzoic acid), C(C)ON1C=NC=2C=NC=3C=CC=CC3C21 (1-ethoxy-1H-imidazo[4,5-c]quinoline), C([O-])(O)=O.[Na+] (sodium bicarbonate). Run in ClCCl (dichloromethane). Conditions: temperature 0 celsius. The product is C(C)ON1C=NC=2C=[N+](C=3C=CC=CC3C21)[O-] (1-ethoxy-5-oxido-1H-imidazo[4,5-c]quinoline). Isolated yield 91.0%. RXN SMILES: [CH2:1]([O:3][N:4]1[C:16]2[C:15]3[CH:14]=[CH:13][CH:12]=[CH:11][C:10]=3[N:9]=[CH:8][C:7]=2[N:6]=[CH:5]1)[CH3:2].ClC1C=C(C=CC=1)C(OO)=[O:22].C(=O)(O)[O-].[Na+]>ClCCl>[CH2:1]([O:3][N:4]1[C:16]2[C:15]3[CH:14]=[CH:13][CH:12]=[CH:11][C:10]=3[N+:9]([O-:22])=[CH:8][C:7]=2[N:6]=[CH:5]1)[CH3:2] |f:2.3|. Procedure: A solution of 1-ethoxy-1H-imidazo[4,5-c]quinoline (2.45 g, 11.5 mmol) in dichloromethane (100 mL) was cooled to approximately 0° C., and 3-chloroperoxybenzoic acid (3.85 g of approximately 77% pure material, 17 mmol) was added. The reaction was stirred for ten minutes at 0° C., stirred for three hours at room temperature, and then stirred with saturated aqueous sodium bicarbonate (35 mL) for 15 minutes. The aqueous layer was separated and extracted with dichloromethane (5×50 mL), and the combine... Reactants: ClC1=NC=CC(=N1)C1=C(N=C(S1)N1CCOCC1)C=1C(=C(C=CC1)NS(=O)(=O)C1=C(C=CC=C1F)F)F (N-{3-[5-(2-chloro-4-pyrimidinyl)-2-(4-morpholinyl)-1,3-thiazol-4-yl]-2-fluorophenyl}-2,6-difluorobenzenesulfonamide), NCCS(=O)(=O)C (2-aminoethyl-methyl-sulfone). The product is FC1=C(C(=CC=C1)F)S(=O)(=O)NC1=C(C(=CC=C1)C=1N=C(SC1C1=NC(=NC=C1)NCCS(=O)(=O)C)N1CCOCC1)F (2,6-Difluoro-N-{2-fluoro-3-[5-(2-{[2-(methylsulfonyl)ethyl]amino}-4-pyrimidinyl)-2-(4-morpholinyl)-1,3-thiazol-4-yl]phenyl}benzenesulfonamide). As a reaction SMILES: Cl[C:2]1[N:7]=[C:6]([C:8]2[S:12][C:11]([N:13]3[CH2:18][CH2:17][O:16][CH2:15][CH2:14]3)=[N:10][C:9]=2[C:19]2[C:20]([F:37])=[C:21]([NH:25][S:26]([C:29]3[C:34]([F:35])=[CH:33][CH:32]=[CH:31][C:30]=3[F:36])(=[O:28])=[O:27])[CH:22]=[CH:23][CH:24]=2)[CH:5]=[CH:4][N:3]=1.[NH2:38][CH2:39][CH2:40][S:41]([CH3:44])(=[O:43])=[O:42]>>[F:36][C:30]1[CH:31]=[CH:32][CH:33]=[C:34]([F:35])[C:29]=1[S:26]([NH:25][C:21]1[CH:22]=[CH:23][CH:24]=[C:19]([C:9]2[N:10]=[C:11]([N:13]3[CH2:18][CH2:17][O:16][CH2:15][CH2:14]3)[S:12][C:8]=2[C:6]2[CH:5]=[CH:4][N:3]=[C:2]([NH:38][CH2:39][CH2:40][S:41]([CH3:44])(=[O:43])=[O:42])[N:7]=2)[C:20]=1[F:37])(=[O:28])=[O:27]. Procedure details: Following a procedure analogous to the procedure described in Example 1 using N-{3-[5-(2-chloro-4-pyrimidinyl)-2-(4-morpholinyl)-1,3-thiazol-4-yl]-2-fluorophenyl}-2,6-difluorobenzenesulfonamide (0.101 g, 0.178 mmol) and 2-aminoethyl-methyl-sulfone (0.30 g, 2.436 mmol) the title compound was obtained as a yellow solid (72 mg, 61% yield). 1H NMR (400 MHz, DMSO-d6) δ ppm 10.87 (s, 1H), 7.93 (d, J=5.3 Hz, 1H), 7.62-7.75 (m, 1H), 7.36-7.51 (m, 1H), 7.17-7.36 (m, 5H), 5.72 (d, J=5.3 Hz, 1H), 3.71 (t, ... Starting materials: C(C)(C)(C)C1=CC=C(N)C=C1 (4-t-butylaniline), C(C)OC(=O)C1C(CCCC1)=O (2-ethoxycarbonylcyclohexanone), C1(=CC=C(C=C1)S(=O)(=O)O)C (p-toluenesulfonic acid). Solvent: C1=CC=CC=C1 (benzene). The product is CC(C)(C)C1=CC=C2N=C3CCCCC3=C(C2=C1)O (7-(1,1 -Dimethylethyl)-9-hydroxy-1,2,3,4-tetrahydroacridine). Reaction SMILES: [C:1]([C:5]1[CH:11]=[CH:10][C:8]([NH2:9])=[CH:7][CH:6]=1)([CH3:4])([CH3:3])[CH3:2].C([O:14][C:15]([CH:17]1[CH2:22][CH2:21][CH2:20][CH2:19][C:18]1=O)=O)C.C1(C)C=CC(S(O)(=O)=O)=CC=1>C1C=CC=CC=1>[CH3:3][C:1]([C:5]1[CH:6]=[C:7]2[C:8]([N:9]=[C:18]3[C:17](=[C:15]2[OH:14])[CH2:22][CH2:21][CH2:20][CH2:19]3)=[CH:10][CH:11]=1)([CH3:4])[CH3:2]. Procedure: A solution prepared from 25.0 g of 4-t-butylaniline-29.0 g of 2-ethoxycarbonylcyclohexanone, 100 ml of benzene and 0.20 g of p-toluenesulfonic acid was refluxed for 6 hours. At the end of this time no more water was collected from the reaction (Dean-Stark trap), so the benzene was evaporated and the residue was dissolved in 80 ml of diphenyl ether. This mixture was refluxed for 1 hour and then allowed to cool to room temperature overnight. The product which had precipitated from this solution wa... The reactants are Oc1ccc2c(c1)CCC(c1ccc(F)cc1)O2, O=[N+]([O-])c1ccc(Oc2ccc(C3CC(O)c4cc(Oc5ccc([N+](=O)[O-])cn5)ccc4O3)cc2)nc1. Yields the product O=[N+]([O-])c1ccc(Oc2ccc(C3CCc4cc(Oc5ccc([N+](=O)[O-])cn5)ccc4O3)cc2)nc1. RXN SMILES: [F:1][c:2]1[cH:3][cH:4][c:5]([CH:6]2[CH2:7][CH2:8][c:9]3[c:10]([cH:11][cH:12][c:13]([OH:14])[cH:15]3)[O:16]2)[cH:17][cH:18]1.[N+:19](=[O:20])([O-:21])[c:22]1[cH:23][cH:24][c:25]([O:28][c:29]2[cH:30][c:31]3[c:36]([cH:37][cH:38]2)[O:35][CH:34]([c:39]2[cH:40][cH:41][c:42]([O:45][c:46]4[n:47][cH:48][c:49]([N+:52](=[O:53])[O-:54])[cH:50][cH:51]4)[cH:43][cH:44]2)[CH2:33][CH:32]3[OH:55])[n:26][cH:27]1>>[N+:19](=[O:20])([O-:21])[c:22]1[cH:23][cH:24][c:25]([O:28][c:29]2[cH:30][c:31]3[c:36]([cH:37][cH:38]2)[O:35][CH:34]([c:39]2[cH:40][cH:41][c:42]([O:45][c:46]4[n:47][cH:48][c:49]([N+:52](=[O:53])[O-:54])[cH:50][cH:51]4)[cH:43][cH:44]2)[CH2:33][CH2:32]3)[n:26][cH:27]1.